From a dataset of the Open Reaction Database (ORD), a public repository of structured organic reaction records. describe an organic reaction: reactants, conditions, products, and yield Reactants: N#Cc1nc(Cl)c(-c2cccc(F)c2)nc1C#N, CCN, Cc1ccccc1. Yields the product CCNc1nc(C#N)c(C#N)nc1-c1cccc(F)c1. As a reaction SMILES: [C:1](#[N:2])[c:3]1[n:4][c:5](-[c:12]2[cH:13][c:14]([F:18])[cH:15][cH:16][cH:17]2)[c:6]([Cl:11])[n:7][c:8]1[C:9]#[N:10].[CH3:19][CH2:20][NH2:21].[CH3:22][c:23]1[cH:24][cH:25][cH:26][cH:27][cH:28]1>>[C:1](#[N:2])[c:3]1[n:4][c:5](-[c:12]2[cH:13][c:14]([F:18])[cH:15][cH:16][cH:17]2)[c:6]([NH:21][CH2:20][CH3:19])[n:7][c:8]1[C:9]#[N:10]. The reactants are CCn1cc(N)c(C)n1, CO, N#CCc1ccc(C(F)(F)F)nc1. The product is CCn1cc(NCCc2ccc(C(F)(F)F)nc2)c(C)n1. RXN SMILES: [CH2:1]([CH3:2])[n:3]1[n:4][c:5]([CH3:9])[c:6]([NH2:8])[cH:7]1.[CH3:23][OH:24].[F:10][C:11]([c:12]1[cH:13][cH:14][c:15]([CH2:18][C:19]#[N:20])[cH:16][n:17]1)([F:21])[F:22]>>[CH2:1]([CH3:2])[n:3]1[n:4][c:5]([CH3:9])[c:6]([NH:8][CH2:19][CH2:18][c:15]2[cH:14][cH:13][c:12]([C:11]([F:10])([F:21])[F:22])[n:17][cH:16]2)[cH:7]1. The reactants are COC=1C=C(C(=O)N2C3=C(CC4=C(C2)C=CC=C4)C=CC=C3)C=CC1N (5-(3-methoxy-4-amino-benzoyl)-6,11-dihydro-5H-dibenz[b,e]azepine), C(C)(C)N(C(C)C)CC (N,N-diisopropylethylamine), CC1=C(C(=O)Cl)C=CC=C1 (2-methylbenzoyl chloride). Solvent: C(Cl)Cl (methylene chloride). Run at time 18 hour. The product is C1=CC=CC=2N(CC3=C(CC21)C=CC=C3)C(=O)C3=CC(=C(C=C3)NC(C3(CC=CC=C3)C)=O)OC (N-[4-[(6,11-Dihydro-5H-dibenz[b,e]azepin-5-yl)-carbonyl]-2-methoxyphenyl]-1-methylbenzamide). The yield is 94.2%. Reaction SMILES: [CH3:1][O:2][C:3]1[CH:4]=[C:5]([CH:23]=[CH:24][C:25]=1[NH2:26])[C:6]([N:8]1[CH2:14][C:13]2[CH:15]=[CH:16][CH:17]=[CH:18][C:12]=2[CH2:11][C:10]2[CH:19]=[CH:20][CH:21]=[CH:22][C:9]1=2)=[O:7].[CH:27](N(CC)C(C)C)(C)C.C[C:37]1[CH:45]=[CH:44][CH:43]=[CH:42][C:38]=1[C:39](Cl)=[O:40]>C(Cl)Cl>[CH:19]1[C:10]2[CH2:11][C:12]3[CH:18]=[CH:17][CH:16]=[CH:15][C:13]=3[CH2:14][N:8]([C:6]([C:5]3[CH:23]=[CH:24][C:25]([NH:26][C:39](=[O:40])[C:38]4([CH3:27])[CH:37]=[CH:45][CH:44]=[CH:43][CH2:42]4)=[C:3]([O:2][CH3:1])[CH:4]=3)=[O:7])[C:9]=2[CH:22]=[CH:21][CH:20]=1. Reported procedure: A mixture of 1.0 g of 5-(3-methoxy-4-amino-benzoyl)-6,11-dihydro-5H-dibenz[b,e]azepine, 0.47 g of N,N-diisopropylethylamine and 0.56 g of 2-methylbenzoyl chloride in 25 ml of methylene chloride is stirred at room temperature for 18 hours. The reaction mixture is washed with water and saturated NaHCO3, dried (Na2SO4) and passed through a short pad of hydrous magnesium silicate. Hexane is added at the boil to give 1.27 g of the desired product as a crystalline solid, m.p. 209°-210° C. The reactants are CI (Methyl iodide), C([O-])([O-])=O.[K+].[K+] (Potassium carbonate), CCOC(=O)CC(=O)CC(=O)OCC (diethyl 1,3-acetone dicarboxylate), CS(=O)C (DMSO), C(=S)=S (Carbon disulfide). Reaction conditions: temperature 5 celsius, time 30 minute. The product is C(C)OC(C(C(CC(=O)OCC)=O)=C(SC)SC)=O (2-(Bis-methylsulfanyl-methylene)-3-oxo-pentanedioic acid diethyl ester). Isolated yield 26.0%. As a reaction SMILES: C(=O)([O-])[O-].[K+].[K+].[CH3:7][CH2:8][O:9][C:10]([CH2:12][C:13]([CH2:15][C:16]([O:18][CH2:19][CH3:20])=[O:17])=[O:14])=[O:11].[C:21](=S)=[S:22].CI.[CH3:26][S:27]([CH3:29])=O>>[CH2:19]([O:18][C:16](=[O:17])[C:15](=[C:26]([S:22][CH3:21])[S:27][CH3:29])[C:13](=[O:14])[CH2:12][C:10]([O:9][CH2:8][CH3:7])=[O:11])[CH3:20] |f:0.1.2|. Procedure details: Potassium carbonate (34.15 g, 247 mmol) was slowly added to a solution of diethyl 1,3-acetone dicarboxylate (50 g, 247 mmol) in anhydrous DMSO (64 mL) at room temperature The reaction mixture was stirred for 30 minutes and was cooled to 5° C. Carbon disulfide (14.92 mL, 247 mmol) was added dropwise over 30 minutes at 5-10° C., followed by stirring at 0° C. for 1 h. Methyl iodide (30.8 mL, 494 mmol) was then added dropwise at 10° C. and the reaction mixture was stirred at this temperature for 1 h... Starting materials: CCOc1ccc2ccccc2c1C(=O)CBr, CC(=O)[O-], CN(C)C=O, [Na+]. Product: CCOc1ccc2ccccc2c1C(=O)COC(C)=O. Reaction SMILES: [Br:1][CH2:2][C:3](=[O:4])[c:5]1[c:6]([O:15][CH2:16][CH3:17])[cH:7][cH:8][c:9]2[cH:10][cH:11][cH:12][cH:13][c:14]12.[CH3:19][C:20]([O-:21])=[O:22].[CH3:23][N:24]([CH3:25])[CH:26]=[O:27].[Na+:18]>>[CH2:2]([C:3](=[O:4])[c:5]1[c:6]([O:15][CH2:16][CH3:17])[cH:7][cH:8][c:9]2[cH:10][cH:11][cH:12][cH:13][c:14]12)[O:22][C:20]([CH3:19])=[O:21]. Reactants: IC1=C(C=CC=C1)O (2-iodophenol), C1(=CC=CC=C1)B1OC(C)(C)C(C)(C)O1 (phenylboronic acid pinacol ester), IC1=C(C=CC=C1)O (2-iodophenol). The product is CC1(OB(OC1(C)C)C=1C=C(C=CC1)O)C (3-(4,4,5,5-tetramethyl-1,3,2-dioxaborolan-2-yl)phenol). As a reaction SMILES: I[C:2]1[CH:7]=[CH:6][CH:5]=[CH:4][C:3]=1[OH:8].C1([B:15]2[O:23][C:20]([CH3:22])([CH3:21])[C:17]([CH3:19])([CH3:18])[O:16]2)C=CC=CC=1>>[CH3:18][C:17]1([CH3:19])[C:20]([CH3:22])([CH3:21])[O:23][B:15]([C:7]2[CH:2]=[C:3]([OH:8])[CH:4]=[CH:5][CH:6]=2)[O:16]1. Procedure: The above reaction procedure used for 2-iodophenol was followed. The reaction was faster, being complete before the first sample for gc analysis was withdrawn after 1 h 50 min reaction time. The amount of phenylboronic acid pinacol ester was higher than in the 2-iodophenol reaction (around 7%). The reactants are CCOC(C)=O, CS(C)=O, COc1ccc(Oc2ncc(Cl)nc2C#N)cc1, [F-], [K+], O. The product is COc1ccc(Oc2ncc(F)nc2C#N)cc1. RXN SMILES: [CH3:21][CH2:22][O:23][C:24](=[O:25])[CH3:26].[CH3:28][S:29](=[O:30])[CH3:31].[Cl:1][c:2]1[cH:3][n:4][c:5]([O:10][c:11]2[cH:12][cH:13][c:14]([O:17][CH3:18])[cH:15][cH:16]2)[c:6]([C:8]#[N:9])[n:7]1.[F-:19].[K+:20].[OH2:27]>>[c:2]1([F:19])[cH:3][n:4][c:5]([O:10][c:11]2[cH:12][cH:13][c:14]([O:17][CH3:18])[cH:15][cH:16]2)[c:6]([C:8]#[N:9])[n:7]1.